From a dataset of the Open Reaction Database (ORD), a public repository of structured organic reaction records. describe an organic reaction: reactants, conditions, products, and yield Starting materials: C(=O)([O-])[O-].[Cs+].[Cs+] (Cs2CO3), Cl.ClCCN1CCCC1 (1-(2-chloroethyl)pyrrolidine, hydrochloride), ClC1=C(C=CC(=C1)[N+](=O)[O-])O (2-chloro-4-nitrophenol). The solvent is CN(C)C=O (DMF). Run at temperature 80 celsius. Product: ClC1=C(OCCN2CCCC2)C=CC(=C1)[N+](=O)[O-] (1-(2-(2-chloro-4-nitrophenoxy)ethyl)pyrrolidine). Yield: 31.1%. As a reaction SMILES: C([O-])([O-])=O.[Cs+].[Cs+].Cl.Cl[CH2:9][CH2:10][N:11]1[CH2:15][CH2:14][CH2:13][CH2:12]1.[Cl:16][C:17]1[CH:22]=[C:21]([N+:23]([O-:25])=[O:24])[CH:20]=[CH:19][C:18]=1[OH:26]>CN(C=O)C>[Cl:16][C:17]1[CH:22]=[C:21]([N+:23]([O-:25])=[O:24])[CH:20]=[CH:19][C:18]=1[O:26][CH2:9][CH2:10][N:11]1[CH2:15][CH2:14][CH2:13][CH2:12]1 |f:0.1.2,3.4|. Procedure details: A suspension of Cs2CO3 (23.1 g, 71.0 mmol), 1-(2-chloroethyl)pyrrolidine, hydrochloride (9.0 g, 53.2 mmol) and 2-chloro-4-nitrophenol (3.0 g, 17.8 mmol) in DMF (50 mL) was heated at 80° C. for 4 days. After dilution with H2O (50 mL), the mixture was extracted with EtOAc (2×100 mL). The combined organic layers were washed with H2O (30 mL), then with brine prior to drying over MgSO4. After removal of the solvent under vacuum, the residue was chromatographed on silica gel using 5%-10% gradient MeOH... Starting materials: O1C=NC=C1C=1C=C(C=CC1)NC1=NC=CC(=N1)C=1C(=NN2C1C=CC=C2)C=2C=C(C=CC2)NC(CC=2SC=CC2)=O (N-{3-[3-(2-{[3-(1,3-Oxazol-5-yl)phenyl]amino}-4-pyrimidinyl)pyrazolo[1,5-a]pyridin-2-yl]phenyl}-2-(2-thienyl)acetamide), S1C=C(C=C1)CC(=O)O (3-thienylacetic acid), Cl.CN(CCCN=C=NCC)C (1-(3-dimethylaminopropyl)-3-ethylcarbodiimide hydrochloride), ON1N=NC2=C1C=CC=C2 (N-hydroxybenzotriazole), C(C)(C)N(CC)C(C)C (diisopropylethylamine). Solvent: C(Cl)Cl (DCM), C1CCOC1 (THF). Run at time 20 hour. Product: ClC1=NC=CC(=N1)C=1C(=NN2C1C=CC=C2)C=2C=C(C=CC2)NC(CC2=CSC=C2)=O (N-{3-[3-(2-Chloro-4-pyrimidinyl)pyrazolo[1,5-a]pyridin-2-yl]phenyl}-2-(3-thienyl)acetamide). The yield is 69.0%. As a reaction SMILES: O1C(C2C=C(N[C:13]3[N:18]=[C:17]([C:19]4[C:20]([C:28]5[CH:29]=[C:30]([NH:34][C:35](=[O:42])[CH2:36]C6SC=CC=6)[CH:31]=[CH:32][CH:33]=5)=[N:21][N:22]5[CH:27]=[CH:26][CH:25]=[CH:24][C:23]=45)[CH:16]=[CH:15][N:14]=3)C=CC=2)=CN=C1.[S:43]1[CH:47]=[CH:46][C:45](CC(O)=O)=[CH:44]1.[ClH:52].CN(C)CCCN=C=NCC.ON1C2C=CC=CC=2N=N1.C(N(C(C)C)CC)(C)C>C1COCC1.C(Cl)Cl>[Cl:52][C:13]1[N:18]=[C:17]([C:19]2[C:20]([C:28]3[CH:29]=[C:30]([NH:34][C:35](=[O:42])[CH2:36][C:45]4[CH:46]=[CH:47][S:43][CH:44]=4)[CH:31]=[CH:32][CH:33]=3)=[N:21][N:22]3[CH:27]=[CH:26][CH:25]=[CH:24][C:23]=23)[CH:16]=[CH:15][N:14]=1 |f:2.3|. Reported procedure: To solution of {3-[3-(2-chloro-4-pyrimidinyl)pyrazolo[1,5-a]pyridin-2-yl]phenyl}amine (125 mg, 0.4 mmol) (see Example 2, step A) in THF (5 mL) were added 3-thienylacetic acid (67 mg, 0.47 mmol), 1-(3-dimethylaminopropyl)-3-ethylcarbodiimide hydrochloride (90 mg, 0.47 mmol), N-hydroxybenzotriazole (63 mg, 0.47 mmol), and diisopropylethylamine (200 μL, 1.2 mmol). After 20 h at rt, the reaction mixture was diluted with DCM, washed with water, dried over Na2SO4, filtered, and adsorbed onto silica ge...